Dataset: the Open Reaction Database (ORD), a public repository of structured organic reaction records. Task: describe an organic reaction: reactants, conditions, products, and yield The reactants are C(C1=CC=CC=C1)N1N=CC2=C(C=CC=C12)[N+](=O)[O-] (1-benzyl-4-nitro-1H-indazole), BrBr (bromine), C([O-])(O)=O.[Na+] (sodium bicarbonate). Solvent: C(C)(=O)O (acetic acid). Reaction conditions: temperature 80 celsius. Yields the product C(C1=CC=CC=C1)N1N=C(C2=C(C=CC=C12)[N+](=O)[O-])Br (1-benzyl-3-bromo-4-nitro-1H-indazole). Yield: 99.3%. As a reaction SMILES: [CH2:1]([N:8]1[C:16]2[C:11](=[C:12]([N+:17]([O-:19])=[O:18])[CH:13]=[CH:14][CH:15]=2)[CH:10]=[N:9]1)[C:2]1[CH:7]=[CH:6][CH:5]=[CH:4][CH:3]=1.[Br:20]Br.C(=O)(O)[O-].[Na+]>C(O)(=O)C>[CH2:1]([N:8]1[C:16]2[C:11](=[C:12]([N+:17]([O-:19])=[O:18])[CH:13]=[CH:14][CH:15]=2)[C:10]([Br:20])=[N:9]1)[C:2]1[CH:3]=[CH:4][CH:5]=[CH:6][CH:7]=1 |f:2.3|. Procedure details: To a solution of 1-benzyl-4-nitro-1H-indazole (350 mg, 1.38 mmol) in acetic acid (5 mL), in a reaction vial was added bromine (265 mg, 1.66 mmol). The reaction vial was sealed and heated to 80° C., with magnetic stirring, for 2 hours. The mixture was allowed to cool. Saturated aqueous sodium bicarbonate solution was added (sufficient for the mixture to reach pH 8). The resulting solids were collected by filtration and washed with water. The material was dried under vacuum to give 1-benzyl-3-brom... Starting materials: C(C)C(O)C1=NC(=CC=C1)OC1=CC=CC=C1 (α-ethyl(6-phenoxy-2-pyridyl)methanol), ClC1=C(C=CC(=C1)C(F)(F)F)NC(C(=O)O)C(C)C (2-(2-chloro-4-trifluoromethylphenylamino)-3-methylbutanoic acid). Yields the product ClC1=C(C=CC(=C1)C(F)(F)F)NC(C(=O)OC(C1=NC(=CC=C1)OC1=CC=CC=C1)CC)C(C)C (α-ethyl(6-phenoxy-2-pyridyl)methyl 2-(2-chloro-4-trifluoromethylphenylamino)-3-methylbutanoate). As a reaction SMILES: [CH2:1]([CH:3]([C:5]1[CH:10]=[CH:9][CH:8]=[C:7]([O:11][C:12]2[CH:17]=[CH:16][CH:15]=[CH:14][CH:13]=2)[N:6]=1)[OH:4])[CH3:2].[Cl:18][C:19]1[CH:24]=[C:23]([C:25]([F:28])([F:27])[F:26])[CH:22]=[CH:21][C:20]=1[NH:29][CH:30]([CH:34]([CH3:36])[CH3:35])[C:31](O)=[O:32]>>[Cl:18][C:19]1[CH:24]=[C:23]([C:25]([F:28])([F:27])[F:26])[CH:22]=[CH:21][C:20]=1[NH:29][CH:30]([CH:34]([CH3:36])[CH3:35])[C:31]([O:4][CH:3]([CH2:1][CH3:2])[C:5]1[CH:10]=[CH:9][CH:8]=[C:7]([O:11][C:12]2[CH:17]=[CH:16][CH:15]=[CH:14][CH:13]=2)[N:6]=1)=[O:32]. Procedure: Using the procedure of Example 11, α-ethyl(6-phenoxy-2-pyridyl)methanol is reacted with 2-(2-chloro-4-trifluoromethylphenylamino)-3-methylbutanoic acid to yield α-ethyl(6-phenoxy-2-pyridyl)methyl 2-(2-chloro-4-trifluoromethylphenylamino)-3-methylbutanoate, MS m/e 506 (M+).